Dataset: the Open Reaction Database (ORD), a public repository of structured organic reaction records. Task: describe an organic reaction: reactants, conditions, products, and yield Product: COc1ccc(C(=O)CC(=O)C(F)(F)F)cc1C. RXN SMILES: [CH3:1][c:2]1[cH:3][c:4]([C:10]([CH3:11])=[O:12])[cH:5][cH:6][c:7]1[O:8][CH3:9].[CH3:22][O-:23].[CH3:26][O:27][CH2:28][CH2:29][O:30][CH3:31].[CH3:33][CH2:34][O:35][C:36]([CH3:37])=[O:38].[ClH:25].[F:13][C:14]([C:15](=[O:16])[O:17][CH2:18][CH3:19])([F:20])[F:21].[Na+:24].[OH2:32]>>[CH3:1][c:2]1[cH:3][c:4]([C:10]([CH2:11][C:15]([C:14]([F:13])([F:20])[F:21])=[O:16])=[O:12])[cH:5][cH:6][c:7]1[O:8][CH3:9]. Starting materials: COc1ccc(C(C)=O)cc1C, C[O-], COCCOC, CCOC(C)=O, Cl, CCOC(=O)C(F)(F)F, [Na+], O.